Task: describe an organic reaction: reactants, conditions, products, and yield. Dataset: the Open Reaction Database (ORD), a public repository of structured organic reaction records Reactants: O=C([O-])[O-], CCC(C)=O, CCCCCC, O=[N+]([O-])c1ccc(Cl)nc1, Oc1ccccc1Oc1ccc(Cl)cn1, [K+], [K+], O. Product: O=[N+]([O-])c1ccc(Oc2ccccc2Oc2ccc(Cl)cn2)nc1. Reaction SMILES: [C:26](=[O:27])([O-:28])[O-:29].[CH2:32]([C:33]([CH3:34])=[O:35])[CH3:36].[CH3:37][CH2:38][CH2:39][CH2:40][CH2:41][CH3:42].[Cl:16][c:17]1[n:18][cH:19][c:20]([N+:23](=[O:24])[O-:25])[cH:21][cH:22]1.[Cl:1][c:2]1[cH:3][cH:4][c:5]([O:8][c:9]2[c:10]([OH:15])[cH:11][cH:12][cH:13][cH:14]2)[n:6][cH:7]1.[K+:30].[K+:31].[OH2:43]>>[Cl:1][c:2]1[cH:3][cH:4][c:5]([O:8][c:9]2[c:10]([O:15][c:17]3[n:18][cH:19][c:20]([N+:23](=[O:24])[O-:25])[cH:21][cH:22]3)[cH:11][cH:12][cH:13][cH:14]2)[n:6][cH:7]1. Starting materials: C12C(C3CC(CC(C1)C3)C2)N (2-adamantylamine), C(C(=O)Cl)(=O)Cl (oxalyl chloride), CN(C)C=O (DMF), C(C)S(=O)(=O)CCCC12CCC(CC1)(CC2)C(=O)O (4-[3-(ethylsulfonyl)propyl]bicyclo[2.2.2]octane-1-carboxylic acid). Run in C(C)N(CC)CC (triethylamine), C(Cl)Cl (methylene chloride), C(Cl)Cl (methylene chloride). Run at time 90 minute. Yields the product C12C(C3CC(CC(C1)C3)C2)NC(=O)C23CCC(CC2)(CC3)CCCS(=O)(=O)CC (N-2-adamantyl-4-[3-(ethylsulfonyl)propyl]bicyclo[2.2.2]octane-1-carboxamide). Reaction SMILES: [CH2:1]([S:3]([CH2:6][CH2:7][CH2:8][C:9]12[CH2:16][CH2:15][C:12]([C:17]([OH:19])=O)([CH2:13][CH2:14]1)[CH2:11][CH2:10]2)(=[O:5])=[O:4])[CH3:2].C(Cl)(=O)C(Cl)=O.CN(C=O)C.[CH:31]12[CH2:40][CH:35]3[CH2:36][CH:37]([CH2:39][CH:33]([CH2:34]3)[CH:32]1[NH2:41])[CH2:38]2>C(Cl)Cl.C(N(CC)CC)C>[CH:31]12[CH2:40][CH:35]3[CH2:36][CH:37]([CH2:39][CH:33]([CH2:34]3)[CH:32]1[NH:41][C:17]([C:12]13[CH2:11][CH2:10][C:9]([CH2:8][CH2:7][CH2:6][S:3]([CH2:1][CH3:2])(=[O:4])=[O:5])([CH2:14][CH2:13]1)[CH2:16][CH2:15]3)=[O:19])[CH2:38]2. Procedure details: Carboxylic acid 2-8 (0.100 g, 0.348 mmol) was dissolved in 2 mL of anhydrous methylene chloride under nitrogen atmosphere, treated with oxalyl chloride (2 M in methylene chloride, 2 eq., 0.348 mL, 0.696 mmol) and subsequently with 0.050 ml of DMF. The reaction was stirred at room temperature under nitrogen atmosphere for 90 min, then evaporated and placed under vacuum for 20 min. The acid chloride was dissolved in anhydrous methylene chloride (2 mL), and then treated with triethylamine (0.100 ml...